From a dataset of the Open Reaction Database (ORD), a public repository of structured organic reaction records. describe an organic reaction: reactants, conditions, products, and yield The reactants are OCc1ccccc1, CS(C)=O, CC(C)(C)[O-], Clc1cncc(Cl)n1, [K+]. Yields the product Clc1cncc(OCc2ccccc2)n1. As a reaction SMILES: [CH2:1]([c:2]1[cH:3][cH:4][cH:5][cH:6][cH:7]1)[OH:8].[CH3:23][S:24]([CH3:25])=[O:26].[CH3:9][C:10]([CH3:11])([O-:12])[CH3:13].[Cl:15][c:16]1[n:17][c:18]([Cl:22])[cH:19][n:20][cH:21]1.[K+:14]>>[CH2:1]([c:2]1[cH:3][cH:4][cH:5][cH:6][cH:7]1)[O:8][c:18]1[n:17][c:16]([Cl:15])[cH:21][n:20][cH:19]1.